This data is from the Open Reaction Database (ORD), a public repository of structured organic reaction records. The task is: describe an organic reaction: reactants, conditions, products, and yield As a reaction SMILES: [Cl:3][c:4]1[c:5]([CH:11]([CH2:12][CH3:13])[OH:14])[c:6]([Cl:10])[cH:7][cH:8][cH:9]1.[F:15][c:16]1[cH:17][cH:18][c:19]([N+:22](=[O:23])[O-:24])[cH:20][cH:21]1.[H-:1].[Na+:2]>>[Cl:3][c:4]1[c:5]([CH:11]([CH2:12][CH3:13])[O:14][c:16]2[cH:17][cH:18][c:19]([N+:22](=[O:23])[O-:24])[cH:20][cH:21]2)[c:6]([Cl:10])[cH:7][cH:8][cH:9]1. The reactants are CCC(O)c1c(Cl)cccc1Cl, O=[N+]([O-])c1ccc(F)cc1, [H-], [Na+]. The product is CCC(Oc1ccc([N+](=O)[O-])cc1)c1c(Cl)cccc1Cl. Reactants: COC([C@H](C(C)C)NC(=NO)C1=CC(=NO1)C1=CC=C(C=C1)NC=1SC2=C(N1)C=CC(=C2)F)=O ((S)-2-({3-[4-(6-Fluoro-benzothiazol-2-ylamino)-phenyl]-N-hydroxy-isoxazole-5-carboximidoyl}-amino)-3-methyl-butyric acid methyl ester), [Li+].[OH-] (LiOH). Solvent: C1CCOC1 (THF). Reaction conditions: temperature 42.5 celsius, time 48 hour. The product is FC1=CC2=C(N=C(S2)NC2=CC=C(C=C2)C2=NOC(=C2)C(=NO)N[C@H](C(=O)O)C(C)C)C=C1 ((S)-2-({3-[4-(6-Fluoro-benzothiazol-2-ylamino)-phenyl]-N-hydroxy-isoxazole-5-carboximidoyl}-amino)-3-methyl-butyric acid). Isolated yield 55.0%. RXN SMILES: C[O:2][C:3](=[O:34])[C@@H:4]([NH:8][C:9]([C:12]1[O:16][N:15]=[C:14]([C:17]2[CH:22]=[CH:21][C:20]([NH:23][C:24]3[S:25][C:26]4[CH:32]=[C:31]([F:33])[CH:30]=[CH:29][C:27]=4[N:28]=3)=[CH:19][CH:18]=2)[CH:13]=1)=[N:10][OH:11])[CH:5]([CH3:7])[CH3:6].[Li+].[OH-]>C1COCC1>[F:33][C:31]1[CH:30]=[CH:29][C:27]2[N:28]=[C:24]([NH:23][C:20]3[CH:21]=[CH:22][C:17]([C:14]4[CH:13]=[C:12]([C:9]([NH:8][C@@H:4]([CH:5]([CH3:7])[CH3:6])[C:3]([OH:34])=[O:2])=[N:10][OH:11])[O:16][N:15]=4)=[CH:18][CH:19]=3)[S:25][C:26]=2[CH:32]=1 |f:1.2|. Procedure details: To a solution of (S)-2-({3-[4-(6-Fluoro-benzothiazol-2-ylamino)-phenyl]-N-hydroxy-isoxazole-5-carboximidoyl}-amino)-3-methyl-butyric acid methyl ester (0.3 g; 0.62 mmol) in THF (3 ml) was added 1N LiOH (0.81 ml; 0.81 mmol) under stirring for 48 hours, followed by heating at 40-45° C. for 2 hours. Solvent was removed from the reaction mixture and the residue was diluted with water (5 ml) and acidified to pH 2 with 2N HCl. The semisolid material obtained was extracted with EtOAc, washed with water... Reactants: Cl.CC=1C=C2CCN=CC2=CC1 (3,4-dihydro-6-methylisoquinoline hydrochloride), C(C)C(=O)C1=CCCCC1 (1-cyclohexen-1-yl ethyl ketone), CC(=O)C1=CCCCC1 (1-cyclohexen-1-yl methyl ketone), Cl.C1=NCCC2=CC=CC=C12 (3,4-dihydroisoquinoline hydrochloride). Yields the product CC1=CC2=C(C3CC(C4C(N3CC2)CCCC4)=O)C=C1 (2,3,4,4a,6,7,11b,12,13,13a-decahydro-9-methyl-1H-dibenzo[a,f]quinolizin-13-one). As a reaction SMILES: Cl.[CH3:2][C:3]1[CH:4]=[C:5]2[C:10](=[CH:11][CH:12]=1)[CH:9]=[N:8][CH2:7][CH2:6]2.[CH3:13][C:14]([C:16]1[CH2:21][CH2:20][CH2:19][CH2:18][CH:17]=1)=[O:15].Cl.C1C2C(=CC=CC=2)CCN=1.C(C(C1CCCCC=1)=O)C>>[CH3:2][C:3]1[CH:12]=[CH:11][C:10]2[CH:9]3[N:8]([CH2:7][CH2:6][C:5]=2[CH:4]=1)[CH:17]1[CH2:18][CH2:19][CH2:20][CH2:21][CH:16]1[C:14](=[O:15])[CH2:13]3 |f:0.1,3.4|. Procedure details: when in Example 1 an appropriate amount of 3,4-dihydro-6-methylisoquinoline hydrochloride and 1-cyclohexen-1-yl methyl ketone are substituted for 3,4-dihydroisoquinoline hydrochloride and 1-cyclohexen-1-yl ethyl ketone respectively, 2,3,4,4a,6,7,11b,12,13,13a-decahydro-9-methyl-1H-dibenzo[a,f]quinolizin-13-one is obtained, M.P. 101°-121°C. Reactants: Cl.Cl.N1C=NC(=C1)CN1CCN(CC2=C1C=C(C=C2)N)C(=O)C2=CC=CC1=CC=CC=C21 (2,3,4,5-Tetrahydro-1-(1H-imidazol-4-ylmethyl)-4-(1-naphthalenylcarbonyl)-8-amino-1H-1,4-benzodiazepine, dihydrochloride), N1(CCOCC1)C(=O)Cl (morpholine N-carbonyl chloride). Product: Cl.Cl.N1C=NC(=C1)CN1CCN(CC2=C1C=C(C=C2)NC(=O)N2CCOCC2)C(=O)C2=CC=CC1=CC=CC=C21 (N-[2,3,4,5-tetrahydro-1-(1H-imidazol-4-ylmethyl)-4-(1-naphthalenyl-carbonyl)-1H-1,4-benzodiazepin-8-yl]-4-morpholinecarboxamide, dihydrochloride). Reaction SMILES: [ClH:1].Cl.[NH:3]1[CH:7]=[C:6]([CH2:8][N:9]2[C:15]3[CH:16]=[C:17]([NH2:20])[CH:18]=[CH:19][C:14]=3[CH2:13][N:12]([C:21]([C:23]3[C:32]4[C:27](=[CH:28][CH:29]=[CH:30][CH:31]=4)[CH:26]=[CH:25][CH:24]=3)=[O:22])[CH2:11][CH2:10]2)[N:5]=[CH:4]1.[N:33]1([C:39]([Cl:41])=[O:40])[CH2:38][CH2:37][O:36][CH2:35][CH2:34]1>>[ClH:41].[ClH:1].[NH:3]1[CH:7]=[C:6]([CH2:8][N:9]2[C:15]3[CH:16]=[C:17]([NH:20][C:39]([N:33]4[CH2:38][CH2:37][O:36][CH2:35][CH2:34]4)=[O:40])[CH:18]=[CH:19][C:14]=3[CH2:13][N:12]([C:21]([C:23]3[C:32]4[C:27](=[CH:28][CH:29]=[CH:30][CH:31]=4)[CH:26]=[CH:25][CH:24]=3)=[O:22])[CH2:11][CH2:10]2)[N:5]=[CH:4]1 |f:0.1.2,4.5.6|. Procedure details: Example 91 was prepared as a light yellow solid from Example 26 and morpholine N-carbonyl chloride as described for Example 27.